Dataset: the Open Reaction Database (ORD), a public repository of structured organic reaction records. Task: describe an organic reaction: reactants, conditions, products, and yield Reactants: ClCCCl (1,2-dichloroethane), C(C1=CC=CC=C1)N1N=C(C=2C1=NC=NC2)C=2OC=CC2 (1-benzyl-3-(2-furyl)pyrazolo[3,4-d]pyrimidine), ClCCCl (1,2-dichloroethane), aqueous solution, OP(=O)([O-])[O-].[K+].[K+] (K2HPO4), O=P(Cl)(Cl)Cl (POCl3), C[N+](=CCl)C.[Cl-] (Vilsmeier reagent), O=P(Cl)(Cl)Cl (POCl3). The solvent is CN(C)C=O (DMF), CN(C)C=O (DMF). Reaction conditions: temperature 80 celsius, time 4 hour. Yields the product C(C1=CC=CC=C1)N1N=C(C=2C1=NC=NC2)C=2OC(=CC2)C=O (1-Benzyl-3-(5-formyl-2-furyl)pyrazolo[3,4-d]pyrimidine). RXN SMILES: O=P(Cl)(Cl)Cl.[CH2:6]([N:13]1[C:17]2=[N:18][CH:19]=[N:20][CH:21]=[C:16]2[C:15]([C:22]2[O:23]C=[CH:25][CH:26]=2)=[N:14]1)[C:7]1[CH:12]=[CH:11][CH:10]=[CH:9][CH:8]=1.C[N+](C)=CCl.[Cl-].[OH:33]P([O-])([O-])=O.[K+].[K+].Cl[CH2:41][CH2:42]Cl>CN(C=O)C>[CH2:6]([N:13]1[C:17]2=[N:18][CH:19]=[N:20][CH:21]=[C:16]2[C:15]([C:22]2[O:23][C:41]([CH:42]=[O:33])=[CH:25][CH:26]=2)=[N:14]1)[C:7]1[CH:12]=[CH:11][CH:10]=[CH:9][CH:8]=1 |f:2.3,4.5.6|. Procedure details: 0.74 ml of POCl3 is added at 0° C. to 0.64 ml of DMF. The solidified mixture is allowed to come to room temperature and 14 ml of 1,2-dichloroethane are added. A solution of 2 g of 1-benzyl-3-(2-furyl)pyrazolo[3,4-d]pyrimidine (Rf=0.45, SiO2, toluene/ethyl acetate=1:1) in 14 ml of 1,2-dichloroethane is added dropwise at 15° C. to this solution and it is then warmed to 80° C. After 4 h, the entire batch is added dropwise to further Vilsmeier reagent, which was prepared from 1.5 ml of POCl3 and 1.3... Reactants: ClCC(O)[C@@H](CC(CCC=C)C)NC(=O)[C@H](C)N(C(CCCCC=C)=O)C (hept-6-enoic acid {(S)-1-[(R)-1-(2-chloro-1-hydroxy-ethyl)-3-methyl-hept-6-enylcarbamoyl]-ethyl}-methyl-amide), [1,3-bis-(2,4,6-trimethylphenyl)-2-imidazolidinylidene)-dichloro(phenylmethylene)-(tricyclohexylphosphine)ruthenium. The reagents and catalysts are Cl[Ru]([P](C1CCCCC1)(C2CCCCC2)C3CCCCC3)(=CC4=CC=CC=C4)(Cl)=C5N(C6=C(C)C=C(C)C=C6C)CCN5C7=C(C)C=C(C)C=C7C (Grubbs II). Run in C(Cl)Cl (DCM), C(Cl)Cl (DCM). Product: ClCC(O)C1C[C@@H](CC/C=C/CCCCC(N([C@H](C(N1)=O)C)C)=O)C ((E)-(3S,14R)-16-(2-Chloro-1-hydroxy-ethyl)-3,4,14-trimethyl-1,4diaza-cyclohexadec-10-ene-2,5-dione). RXN SMILES: [Cl:1][CH2:2][CH:3]([C@H:5]([NH:13][C:14]([C@@H:16]([N:18]([CH3:27])[C:19](=[O:26])[CH2:20][CH2:21][CH2:22][CH2:23][CH:24]=[CH2:25])[CH3:17])=[O:15])[CH2:6][CH:7]([CH3:12])[CH2:8][CH2:9]C=C)[OH:4]>C(Cl)Cl.Cl[Ru](=C1N(C2C(C)=CC(C)=CC=2C)CCN1C1C(C)=CC(C)=CC=1C)(Cl)(=CC1C=CC=CC=1)[P](C1CCCCC1)(C1CCCCC1)C1CCCCC1>[Cl:1][CH2:2][CH:3]([CH:5]1[NH:13][C:14](=[O:15])[C@H:16]([CH3:17])[N:18]([CH3:27])[C:19](=[O:26])[CH2:20][CH2:21][CH2:22][CH2:23][CH:24]=[CH:25][CH2:9][CH2:8][C@@H:7]([CH3:12])[CH2:6]1)[OH:4] |^1:63|. Procedure: A solution of 1.38 g (3.44 mmol) hept-6-enoic acid {(S)-1-[(R)-1-(2-chloro-1-hydroxy-ethyl)-3-methyl-hept-6-enylcarbamoyl]-ethyl}-methyl-amide in 17 ml DCM is added dropwise within an hour to a refluxing solution of 146 mg [1,3-bis-(2,4,6-trimethylphenyl)-2-imidazolidinylidene)-dichloro(phenylmethylene)-(tricyclohexylphosphine)ruthenium](Grubbs II catalyst) in 340 ml DCM. The mixture is refluxed for an additional hour and the solvent evaporated. The residue is purified by chromatography on silic... Reactants: ClC1=NC(=CC(=C1)C=1N=C(SC1)N)Cl ([4-(2,6-dichloropyridin-4-yl)-thiazol-2-yl]-amine), C(C)(=O)OC(C)=O (acetic anhydride). Reaction conditions: time 16 hour. Product: ClC1=NC(=CC(=C1)C=1N=C(SC1)NC(C)=O)Cl (N-[4-(2,6-dichloropyridin-4-yl)-thiazol-2-yl]-acetamide). Yield: 93.8%. Reaction SMILES: [Cl:1][C:2]1[CH:7]=[C:6]([C:8]2[N:9]=[C:10]([NH2:13])[S:11][CH:12]=2)[CH:5]=[C:4]([Cl:14])[N:3]=1.[C:15](OC(=O)C)(=[O:17])[CH3:16]>>[Cl:1][C:2]1[CH:7]=[C:6]([C:8]2[N:9]=[C:10]([NH:13][C:15](=[O:17])[CH3:16])[S:11][CH:12]=2)[CH:5]=[C:4]([Cl:14])[N:3]=1. Procedure: 7.38 g (0.03 mol) of [4-(2,6-dichloropyridin-4-yl)-thiazol-2-yl]-amine and 70 ml of acetic anhydride are heated under reflux for 30 minutes, a solution initially forming but a precipitate then separating out. The reaction mixture is left to stand at room temperature for 16 hours, 200 ml of ice-water are then added and the mixture is filtered with suction. The residue is first washed several times with water and then digested with 200 ml of 5% strength aqueous sodium bicarbonate solution, and is ... RXN SMILES: IC.[F:3][C:4]1[C:12]([F:13])=[C:11](O)[CH:10]=[CH:9][C:5]=1[C:6]([OH:8])=[O:7].[C:15](=O)([O-])[O-].[Li+].[Li+].CN(C)[CH:23]=[O:24]>O>[F:3][C:4]1[C:12]([F:13])=[C:11]([O:24][CH3:23])[CH:10]=[CH:9][C:5]=1[C:6]([O:8][CH3:15])=[O:7] |f:2.3.4|. The yield is 88.0%. Solvent: O (water). Conditions: temperature 40 celsius, time 12 hour. Reported procedure: Iodomethane (10.7 mL, 172.5 mmol) was added into a mixture of 2,3-difluoro-4-hydroxybenzoic acid (10.0 g, 57.5 mmol), lithium carbonate (12.7 g, 172.5 mmol) and N,N-dimethylformamide (100 mL). The mixture was stirred at 40° C. for 12 h, and then poured into water and extracted with EtOAc. The organic extracts were dried over MgSO4. Evaporation and purification by flash chromatography (hexanes/EtOAc 5/1) gave a white solid (10.2 g, 88% yield, m.p. 66-68° C.); MS m/e 203 (M+H)+. The reactants are IC (Iodomethane), FC1=C(C(=O)O)C=CC(=C1F)O (2,3-difluoro-4-hydroxybenzoic acid), C([O-])([O-])=O.[Li+].[Li+] (lithium carbonate), CN(C=O)C (N,N-dimethylformamide). Product: FC1=C(C(=O)OC)C=CC(=C1F)OC (Methyl 2,3-difluoro-4-methoxybenzoate). Starting materials: OC1(CCN(CC1)C)C1=CC=C(C=C1)C (4-hydroxy-4-(4-methylphenyl)-1-methylpiperidine), FC1=C(C(=C(C(=C1F)F)F)F)F (hexafluorobenzene), O (water), [H-].[Na+] (sodium hydride). Reaction conditions: temperature 85 celsius. Procedure: To a suspension of sodium hydride (2.2 g, 60% in oil) in 20 ml of dimethylformamide, was added a solution of 11.0 g of 4-hydroxy-4-(4-methylphenyl)-1-methylpiperidine in 50 ml of dimethylformamide. After heating to 85° C. for thirty minutes, the mixture was cooled with an ice-bath, and treated over a period of ten minutes with a solution of 7 ml of hexafluorobenzene in 20 ml of dimethylformamide. After stirring at ambient temperature for twenty hours, the mixture was poured into 200 ml water, st... Yields the product CC1=CC=C(C=C1)C1(CCN(CC1)C)OC1=C(C(=C(C(=C1F)F)F)F)F (4-(4-methylphenyl)-1-methyl-4-(2,3,4,5,6-pentafluorophenoxy)piperidine). RXN SMILES: [H-].[Na+].[OH:3][C:4]1([C:11]2[CH:16]=[CH:15][C:14]([CH3:17])=[CH:13][CH:12]=2)[CH2:9][CH2:8][N:7]([CH3:10])[CH2:6][CH2:5]1.[F:18][C:19]1[C:24](F)=[C:23]([F:26])[C:22]([F:27])=[C:21]([F:28])[C:20]=1[F:29].O>CN(C)C=O>[CH3:17][C:14]1[CH:13]=[CH:12][C:11]([C:4]2([O:3][C:24]3[C:23]([F:26])=[C:22]([F:27])[C:21]([F:28])=[C:20]([F:29])[C:19]=3[F:18])[CH2:9][CH2:8][N:7]([CH3:10])[CH2:6][CH2:5]2)=[CH:16][CH:15]=1 |f:0.1|. Solvent: CN(C=O)C (dimethylformamide), CN(C=O)C (dimethylformamide), CN(C=O)C (dimethylformamide). Starting materials: CCO, Cl, Nc1ncccc1OCc1ccccc1C(F)(F)F, CCOC(=N)Cc1ccccc1. Yields the product Cl, N=C(Cc1ccccc1)Nc1ncccc1OCc1ccccc1C(F)(F)F. Reaction SMILES: [CH3:33][CH2:34][OH:35].[ClH:20].[NH2:1][c:2]1[n:3][cH:4][cH:5][cH:6][c:7]1[O:8][CH2:9][c:10]1[c:11]([C:16]([F:17])([F:18])[F:19])[cH:12][cH:13][cH:14][cH:15]1.[c:21]1([CH2:27][C:28]([O:29][CH2:30][CH3:31])=[NH:32])[cH:22][cH:23][cH:24][cH:25][cH:26]1>>[ClH:20].[NH:1]([c:2]1[n:3][cH:4][cH:5][cH:6][c:7]1[O:8][CH2:9][c:10]1[c:11]([C:16]([F:17])([F:18])[F:19])[cH:12][cH:13][cH:14][cH:15]1)[C:28]([CH2:27][c:21]1[cH:22][cH:23][cH:24][cH:25][cH:26]1)=[NH:32]. Reactants: CN1CCN(C)C1=O, O=C(O)c1cc(F)c(F)c(F)c1F, [Na+], [OH-]. The product is O=C(O)c1cc(F)c(F)c(F)c1O. As a reaction SMILES: [CH3:16][N:17]1[CH2:18][CH2:19][N:20]([CH3:21])[C:22]1=[O:23].[F:1][c:2]1[c:3]([C:4](=[O:5])[OH:6])[cH:7][c:8]([F:13])[c:9]([F:12])[c:10]1[F:11].[Na+:15].[OH-:14]>>[c:2]1([OH:14])[c:3]([C:4](=[O:5])[OH:6])[cH:7][c:8]([F:13])[c:9]([F:12])[c:10]1[F:11]. Reactants: COC1=C2CCCC(C2=CC=C1)=O (5-methoxy-1-oxo-1,2,3,4-tetrahydronaphthalene), C1(=CC=CC=C1)C=1N=C(OC1C1=CC=CC=C1)C(C)N (1-(4,5-diphenyloxazol-2-yl)ethylamine), C1(=CC=C(C=C1)S(=O)(=O)O)C (p-toluenesulfonic acid). The solvent is C1(=CC=CC=C1)C (toluene). Reaction conditions: time 2 hour. Yields the product C1(=CC=CC=C1)C=1N=C(OC1C1=CC=CC=C1)C(C)NC1CCCC2=C(C=CC=C12)OC (1-[1-(4,5-diphenyloxazol-2-yl)ethylamino]-1,2,3,4-tetrahydro-5-methoxynaphthalene). The yield is 46.4%. As a reaction SMILES: [CH3:1][O:2][C:3]1[CH:12]=[CH:11][CH:10]=[C:9]2[C:4]=1[CH2:5][CH2:6][CH2:7][C:8]2=O.[C:14]1([C:20]2[N:21]=[C:22]([CH:31]([NH2:33])[CH3:32])[O:23][C:24]=2[C:25]2[CH:30]=[CH:29][CH:28]=[CH:27][CH:26]=2)[CH:19]=[CH:18][CH:17]=[CH:16][CH:15]=1.C1(C)C=CC(S(O)(=O)=O)=CC=1>C1(C)C=CC=CC=1>[C:14]1([C:20]2[N:21]=[C:22]([CH:31]([NH:33][CH:8]3[C:9]4[C:4](=[C:3]([O:2][CH3:1])[CH:12]=[CH:11][CH:10]=4)[CH2:5][CH2:6][CH2:7]3)[CH3:32])[O:23][C:24]=2[C:25]2[CH:26]=[CH:27][CH:28]=[CH:29][CH:30]=2)[CH:15]=[CH:16][CH:17]=[CH:18][CH:19]=1. Procedure: A solution of 5-methoxy-1-oxo-1,2,3,4-tetrahydronaphthalene (0.67 g), 1-(4,5-diphenyloxazol-2-yl)ethylamine (0.98 g) and p-toluenesulfonic acid (catalytic amount) in toluene (30 ml) was refluxed for 7 hours with Dean-stark equipment. The solution was evaporated in vacuo and methanol (MeOH) (10 ml) was added to the residue. To the MeOH solution, NaBH4 (0.21 g) was added at 0° C. After being stirred for 2 hours at room temperature, the solution was evaporated in vacuo. The residue was partitioned ... The reactants are CC(=O)c1cc(Cl)c(SCC(C)(C)C(=O)O)cc1C, O. Product: CC(=O)c1cc(Cl)c2c(c1C)C(=O)C(C)(C)CS2. Reaction SMILES: [C:1]([CH3:2])(=[O:3])[c:4]1[cH:5][c:6]([Cl:19])[c:7]([S:11][CH2:12][C:13]([C:14](=[O:15])[OH:16])([CH3:17])[CH3:18])[cH:8][c:9]1[CH3:10].[OH2:20]>>[C:1]([CH3:2])(=[O:3])[c:4]1[cH:5][c:6]([Cl:19])[c:7]2[c:8]([c:9]1[CH3:10])[C:14](=[O:16])[C:13]([CH3:17])([CH3:18])[CH2:12][S:11]2.